Dataset: the Open Reaction Database (ORD), a public repository of structured organic reaction records. Task: describe an organic reaction: reactants, conditions, products, and yield Starting materials: C(C)(C)(C)OC(=O)N1CCC(CC1)OC1=CC(=C(C=C1)CC(=O)N1CCC(CC1)N1C(OCC2=C1C=CC=C2)=O)OCC(F)(F)F (1-(1-(4-(1-tert-butyloxycarbonyl-4-piperidinyloxy)-2-(2,2,2-trifluoroethoxy)phenylacetyl)piperidin-4-yl)-4H 3,1-benzoxazin-2(1H)-one), Cl (HCl). The solvent is CCOC(=O)C (EtOAc). Reaction conditions: temperature 0 celsius, time 45 minute. Product: hydrochloride salt, N1CCC(CC1)OC1=CC(=C(C=C1)CC(=O)N1CCC(CC1)N1C(OCC2=C1C=CC=C2)=O)OCC(F)(F)F (1-(1-(4-(4-piperidinyloxy)-2-(2,2,2-trifluoroethoxy)phenylacetyl)-piperidin-4-yl)-4H-3,1-benzoxazin-2(1H)-one). RXN SMILES: C(OC([N:8]1[CH2:13][CH2:12][CH:11]([O:14][C:15]2[CH:20]=[CH:19][C:18]([CH2:21][C:22]([N:24]3[CH2:29][CH2:28][CH:27]([N:30]4[C:35]5[CH:36]=[CH:37][CH:38]=[CH:39][C:34]=5[CH2:33][O:32][C:31]4=[O:40])[CH2:26][CH2:25]3)=[O:23])=[C:17]([O:41][CH2:42][C:43]([F:46])([F:45])[F:44])[CH:16]=2)[CH2:10][CH2:9]1)=O)(C)(C)C.Cl>CCOC(C)=O>[NH:8]1[CH2:9][CH2:10][CH:11]([O:14][C:15]2[CH:20]=[CH:19][C:18]([CH2:21][C:22]([N:24]3[CH2:29][CH2:28][CH:27]([N:30]4[C:35]5[CH:36]=[CH:37][CH:38]=[CH:39][C:34]=5[CH2:33][O:32][C:31]4=[O:40])[CH2:26][CH2:25]3)=[O:23])=[C:17]([O:41][CH2:42][C:43]([F:46])([F:44])[F:45])[CH:16]=2)[CH2:12][CH2:13]1. Reported procedure: Into a stirred solution of 1-(1-(4-(1-tert-butyloxycarbonyl-4-piperidinyloxy)-2-(2,2,2-trifluoroethoxy)phenylacetyl)piperidin-4-yl)-4H 3,1-benzoxazin-2(1H)-one (3.5 g, 5.4 mmol) from Example 1 in EtOAc (125 mL) at 0° C. was bubbled HCl gas for 15 min. The resulting suspension was stirred at 0° C. for 45 min. Excess HCl was removed by bubbling argon though the mixture for 15 min. Ether (125 mL) was added and the cold suspension was filtered. The solids were washed with additional ether and then d... The reactants are C(C)(=O)NC1=CC(=C(C=O)C=C1)F (4-acetamido-2-fluorobenzaldehyde), NNC(=S)N (thiosemicarbazide). The product is C(C)(=O)NC1=CC(=C(C=NNC(=S)N)C=C1)F (4-acetamido-2-fluorobenzaldehyde thiosemicarbazone). The yield is 45.0%. RXN SMILES: [C:1]([NH:4][C:5]1[CH:12]=[CH:11][C:8]([CH:9]=O)=[C:7]([F:13])[CH:6]=1)(=[O:3])[CH3:2].[NH2:14][NH:15][C:16]([NH2:18])=[S:17]>>[C:1]([NH:4][C:5]1[CH:12]=[CH:11][C:8]([CH:9]=[N:14][NH:15][C:16]([NH2:18])=[S:17])=[C:7]([F:13])[CH:6]=1)(=[O:3])[CH3:2]. Procedure details: 4-Acetamido-2-fluorobenzaldehyde 20 then is reacted with thiosemicarbazide to form 4-acetamido-2-fluorobenzaldehyde thiosemicarbazone 17 in 45% yield. An exemplary scheme for this reaction is shown below. The yield is 90.7%. As a reaction SMILES: [C:1]([CH:4]1[CH2:9][CH2:8][N:7]([C:10]2[N:19]=[C:18]([NH:20][CH2:21][C:22]3[CH:27]=[CH:26][C:25]4[O:28][CH2:29][O:30][C:24]=4[CH:23]=3)[C:17]3[C:12](=[CH:13][CH:14]=[C:15]([Cl:31])[CH:16]=3)[N:11]=2)[CH2:6][CH2:5]1)([OH:3])=[O:2].[CH3:32][S:33]([OH:36])(=[O:35])=[O:34]>O1CCCC1.C(O)C>[CH3:32][S:33]([OH:36])(=[O:35])=[O:34].[C:1]([CH:4]1[CH2:9][CH2:8][N:7]([C:10]2[N:19]=[C:18]([NH:20][CH2:21][C:22]3[CH:27]=[CH:26][C:25]4[O:28][CH2:29][O:30][C:24]=4[CH:23]=3)[C:17]3[C:12](=[CH:13][CH:14]=[C:15]([Cl:31])[CH:16]=3)[N:11]=2)[CH2:6][CH2:5]1)([OH:3])=[O:2] |f:4.5|. Run in O1CCCC1 (tetrahydrofuran), C(C)O (ethanol). Yields the product CS(=O)(=O)O.C(=O)(O)C1CCN(CC1)C1=NC2=CC=C(C=C2C(=N1)NCC1=CC2=C(C=C1)OCO2)Cl (2-(4-Carboxypiperidino)-4-(3,4-methylenedioxybenzyl)amino-6-chloroquinazoline methanesulfonate). Reported procedure: 2.00 g (4.54 mmol) of the 2-(4-carboxypiperidino)-4-(3,4-methylenedioxybenzyl)amino-6-chloroquinazoline prepared in Example 222 was dissolved in a mixture comprising 25 ml of tetrahydrofuran and 25 ml of ethanol under heating, followed by the dropwise addition of 0.31 ml (4.78 mmol) of methanesulfonic acid. The obtained mixture was cooled by allowing to stand to precipitate crystals. The crystals were recovered by filtration, washed with tetrahydrofuran, and air-dried to give 2.21 g of the title... Starting materials: C(=O)(O)C1CCN(CC1)C1=NC2=CC=C(C=C2C(=N1)NCC1=CC2=C(C=C1)OCO2)Cl (2-(4-carboxypiperidino)-4-(3,4-methylenedioxybenzyl)amino-6-chloroquinazoline), CS(=O)(=O)O (methanesulfonic acid). Starting materials: ClCCl, O=C(OO)c1cccc(Cl)c1, O, COc1ccc(-c2c(Cl)c(Cn3cnc4ccccc43)nc3sc4c(c23)CCSC4)cc1. Yields the product COc1ccc(-c2c(Cl)c(Cn3cnc4ccccc43)nc3sc4c(c23)CCS(=O)C4)cc1. As a reaction SMILES: [CH2:45]([Cl:46])[Cl:47].[Cl:33][c:34]1[cH:35][cH:36][cH:37][c:38]([C:39]([O:40][OH:42])=[O:41])[cH:43]1.[OH2:44].[n:1]1([CH2:10][c:11]2[c:12]([Cl:32])[c:13](-[c:24]3[cH:25][cH:26][c:27]([O:30][CH3:31])[cH:28][cH:29]3)[c:14]3[c:15]([n:16]2)[s:17][c:18]2[c:19]3[CH2:20][CH2:21][S:22][CH2:23]2)[cH:2][n:3][c:4]2[c:5]1[cH:6][cH:7][cH:8][cH:9]2>>[n:1]1([CH2:10][c:11]2[c:12]([Cl:32])[c:13](-[c:24]3[cH:25][cH:26][c:27]([O:30][CH3:31])[cH:28][cH:29]3)[c:14]3[c:15]([n:16]2)[s:17][c:18]2[c:19]3[CH2:20][CH2:21][S:22](=[O:41])[CH2:23]2)[cH:2][n:3][c:4]2[c:5]1[cH:6][cH:7][cH:8][cH:9]2. Solvent: CC(C)O (iPrOH). Reaction SMILES: [CH3:1][O:2][C:3]1[CH:8]=[CH:7][C:6]([N+:9]([O-:11])=[O:10])=[CH:5][C:4]=1[N:12]1[CH2:17][CH2:16][NH:15][CH2:14][CH2:13]1.[CH:18]([S:20]([CH3:23])(=[O:22])=[O:21])=[CH2:19]>CC(O)C>[CH3:1][O:2][C:3]1[CH:8]=[CH:7][C:6]([N+:9]([O-:11])=[O:10])=[CH:5][C:4]=1[N:12]1[CH2:17][CH2:16][N:15]([CH2:19][CH2:18][S:20]([CH3:23])(=[O:22])=[O:21])[CH2:14][CH2:13]1. Procedure details: The compound was synthesized by heating a solution of 1-[2-(methyloxy)-5-nitrophenyl]piperazine (0.5 g, 2.11 mmol) and methyl vinyl sulfone (0.336 g, 3.16 mmol) in iPrOH (25 mL) to reflux overnight. Reaction was cooled to rt and dried directly onto silica gel. Purified by silica gel chromatography 0-20% MeOH/NH4OH in EtOAc to obtain 0.5 g (69% yield) of the desired compound as a solid. 1H NMR (400 MHz, DMSO-D6) δ ppm 2.6 (m, 4H) 2.7 (t, J=6.8 Hz, 2H) 3.0 (m, 8H) 3.9 (s, 3H) 7.1 (d, J=9.0 Hz, 1H)... The product is COC1=C(C=C(C=C1)[N+](=O)[O-])N1CCN(CC1)CCS(=O)(=O)C (1-[2-(Methyloxy)-5-nitrophenyl]-4-[2-(methylsulfonyl)ethyl]piperazine). Starting materials: COC1=C(C=C(C=C1)[N+](=O)[O-])N1CCNCC1 (1-[2-(methyloxy)-5-nitrophenyl]piperazine), C(=C)S(=O)(=O)C (methyl vinyl sulfone). Isolated yield 69.0%. Reactants: IC(C)C (2-iodopropane), C(=O)=O.CC(=O)C (dry ice acetone), FC1=CC=C(C=C1)C(=C(C(=O)OCC)C1=NN=NN1)C1=CC=C(C=C1)F (Ethyl 3,3-bis(4-fluorophenyl)-2-(1H-tetrazol-5-yl)-2-propenoate), [H-].[Na+] (NaH). The solvent is CN(C=O)C (N,N-dimethylformamide). Conditions: temperature -78 celsius, time 30 minute. Product: FC1=CC=C(C=C1)C(=C(C(=O)OCC)C=1N=NN(N1)C(C)C)C1=CC=C(C=C1)F (Ethyl 3,3-bis(4-fluorophenyl)-2-[2-(1-methylethyl) 2H-tetrazol-5-yl]-2-propenoate). The yield is 56.5%. As a reaction SMILES: C(=O)=O.[CH3:4][C:5]([CH3:7])=O.[F:8][C:9]1[CH:14]=[CH:13][C:12]([C:15]([C:27]2[CH:32]=[CH:31][C:30]([F:33])=[CH:29][CH:28]=2)=[C:16]([C:22]2[NH:26][N:25]=[N:24][N:23]=2)[C:17]([O:19][CH2:20][CH3:21])=[O:18])=[CH:11][CH:10]=1.[H-].[Na+].IC(C)C>CN(C)C=O>[F:8][C:9]1[CH:10]=[CH:11][C:12]([C:15]([C:27]2[CH:28]=[CH:29][C:30]([F:33])=[CH:31][CH:32]=2)=[C:16]([C:22]2[N:23]=[N:24][N:25]([CH:5]([CH3:7])[CH3:4])[N:26]=2)[C:17]([O:19][CH2:20][CH3:21])=[O:18])=[CH:13][CH:14]=1 |f:0.1,3.4|. Reported procedure: To a chilled (-78° C., dry ice-acetone) solution of ethyl 3,3-bis(4-fluorophenyl)-2-(1-H-tetrazol-5-yl)-2-propenoate (2.6 g, 7.3 mmoles) [prepared in Example 2] in 20 mL of dried N,N-dimethylformamide under argon was added NaH (0.44 g, 11.0 mmoles; 60% in mineral oil) followed by reagent grade 2-iodopropane (2.0 mL, 20.0 mmoles) in one single portion. The thick reaction mixture was stirred under argon at -78° C. for 30 minutes and the mixture was allowed to warm to room temperature slowly over a... The reactants are CC(C)(C)OC(=O)N1CCC(O)CC1, O=[N+]([O-])c1ccc(O)c(Cl)c1, ClCCl, CCOC(=O)N=NC(=O)OCC, c1ccc(P(c2ccccc2)c2ccccc2)cc1. Yields the product CC(C)(C)OC(=O)N1CCC(Oc2ccc([N+](=O)[O-])cc2Cl)CC1. As a reaction SMILES: [C:1]([CH3:2])([CH3:3])([CH3:4])[O:5][C:6](=[O:7])[N:8]1[CH2:9][CH2:10][CH:11]([OH:14])[CH2:12][CH2:13]1.[Cl:15][c:16]1[c:17]([OH:25])[cH:18][cH:19][c:20]([N+:22](=[O:23])[O-:24])[cH:21]1.[Cl:45][CH2:46][Cl:47].[O:48]=[C:49]([O:50][CH2:51][CH3:52])[N:53]=[N:54][C:55]([O:56][CH2:57][CH3:58])=[O:59].[c:26]1([P:27]([c:28]2[cH:29][cH:30][cH:31][cH:32][cH:33]2)[c:34]2[cH:35][cH:36][cH:37][cH:38][cH:39]2)[cH:40][cH:41][cH:42][cH:43][cH:44]1>>[C:1]([CH3:2])([CH3:3])([CH3:4])[O:5][C:6](=[O:7])[N:8]1[CH2:9][CH2:10][CH:11]([O:14][c:17]2[c:16]([Cl:15])[cH:21][c:20]([N+:22](=[O:23])[O-:24])[cH:19][cH:18]2)[CH2:12][CH2:13]1.